From a dataset of the Open Reaction Database (ORD), a public repository of structured organic reaction records. describe an organic reaction: reactants, conditions, products, and yield Reactants: Brc1ccccc1, O=C([O-])[O-], Br[Cu]Br, [K+], [K+], CCOC(=O)c1cc2cc([N+](=O)[O-])ccc2[nH]1. Yields the product CCOC(=O)c1cc2cc([N+](=O)[O-])ccc2n1-c1ccccc1. RXN SMILES: [Br:24][c:25]1[cH:26][cH:27][cH:28][cH:29][cH:30]1.[C:18](=[O:19])([O-:20])[O-:21].[Cu:31]([Br:32])[Br:33].[K+:22].[K+:23].[N+:1](=[O:2])([O-:3])[c:4]1[cH:5][c:6]2[cH:7][c:8]([C:13](=[O:14])[O:15][CH2:16][CH3:17])[nH:9][c:10]2[cH:11][cH:12]1>>[N+:1](=[O:2])([O-:3])[c:4]1[cH:5][c:6]2[cH:7][c:8]([C:13](=[O:14])[O:15][CH2:16][CH3:17])[n:9](-[c:25]3[cH:26][cH:27][cH:28][cH:29][cH:30]3)[c:10]2[cH:11][cH:12]1. Starting materials: ClC1=CC(=NC=2N1N=CC2)NC(C2=CC=C(C=C2)C(C)(C)O)=O (N-(7-chloropyrazolo[1,5-a]pyrimidin-5-yl)-4-(2-hydroxypropan-2-yl)benzamide), C(C1=CC=CC=C1)OC=1C=C(C=CC1)B(O)O (3-Benzyloxyphenylboronic Acid), O1CCOCC1 (1,4-dioxane). The reagents and catalysts are C1=CC=C(C=C1)P([C-]2C=CC=C2)C3=CC=CC=C3.C1=CC=C(C=C1)P([C-]2C=CC=C2)C3=CC=CC=C3.Cl[Pd]Cl.[Fe+2] ([1,1′-bis(diphenylphosphino)ferrocene]dichloropalladium(II)). Solvent: CO (methanol). Conditions: temperature 110 celsius. Yields the product C(C1=CC=CC=C1)OC=1C=C(C=CC1)C1=CC(=NC=2N1N=CC2)NC(C2=CC=C(C=C2)C(C)(C)O)=O (N-(7-(3-(benzyloxy)phenyl)pyrazolo[1,5-a]pyrimidin-5-yl)-4-(2-hydroxypropan-2-yl)benzamide). Isolated yield 0.0%. RXN SMILES: Cl[C:2]1[N:7]2[N:8]=[CH:9][CH:10]=[C:6]2[N:5]=[C:4]([NH:11][C:12](=[O:23])[C:13]2[CH:18]=[CH:17][C:16]([C:19]([OH:22])([CH3:21])[CH3:20])=[CH:15][CH:14]=2)[CH:3]=1.[CH2:24]([O:31][C:32]1[CH:33]=[C:34](B(O)O)[CH:35]=[CH:36][CH:37]=1)[C:25]1[CH:30]=[CH:29][CH:28]=[CH:27][CH:26]=1.O1CCOCC1>CO.C1C=CC(P(C2C=CC=CC=2)[C-]2C=CC=C2)=CC=1.C1C=CC(P(C2C=CC=CC=2)[C-]2C=CC=C2)=CC=1.Cl[Pd]Cl.[Fe+2]>[CH2:24]([O:31][C:32]1[CH:37]=[C:36]([C:2]2[N:7]3[N:8]=[CH:9][CH:10]=[C:6]3[N:5]=[C:4]([NH:11][C:12](=[O:23])[C:13]3[CH:18]=[CH:17][C:16]([C:19]([OH:22])([CH3:21])[CH3:20])=[CH:15][CH:14]=3)[CH:3]=2)[CH:35]=[CH:34][CH:33]=1)[C:25]1[CH:30]=[CH:29][CH:28]=[CH:27][CH:26]=1 |f:4.5.6.7|. Reported procedure: A suspension of N-(7-chloropyrazolo[1,5-a]pyrimidin-5-yl)-4-(2-hydroxypropan-2-yl)benzamide (2D, 50 mg, 150 mmol), 3-Benzyloxyphenylboronic Acid (70 mg, 302 mmol), and [1,1′-bis(diphenylphosphino)ferrocene]dichloropalladium(II) (9 mg, 12 μmol) in 2:1 1,4-dioxane/saturated aqueous NaHCO3 (670 microliters of 1,4-dioxane and 0.5 microliters of saturated aqueous NaHCO3) was prepared in a 10 mL microwave reaction vessel and the sealed reaction vessel warmed to 110° C. for 20 minutes. The reaction mix... Reactants: C1(=CC=CC=C1)C(C1=CC=CC=C1)OC(=O)C1C(CS[C@H]2N1C([C@H]2NC(CC2=CC=CC=C2)=O)=O)O (3ξ-hydroxy-7β-phenylacetylamino-cepham-4ξ-carboxylic acid diphenylmethyl ester), C(C)(=O)OC(C)=O (acetic anhydride), C1(=CC=CC=C1)C (toluene). Run in N1=CC=CC=C1 (pyridine). Reaction conditions: time 16 hour. The product is C1(=CC=CC=C1)C(C1=CC=CC=C1)OC(=O)[C@H]1C(CS[C@H]2N1C([C@H]2NC(CC2=CC=CC=C2)=O)=O)OC(C)=O (3ξ-Acetoxy-7β-phenylacetylaminocepham-4α-carboxylic acid diphenylmethyl ester). As a reaction SMILES: [C:1]1([CH:7]([O:14][C:15]([CH:17]2[N:22]3[C:23](=[O:35])[C@@H:24]([NH:25][C:26](=[O:34])[CH2:27][C:28]4[CH:33]=[CH:32][CH:31]=[CH:30][CH:29]=4)[C@H:21]3[S:20][CH2:19][CH:18]2[OH:36])=[O:16])[C:8]2[CH:13]=[CH:12][CH:11]=[CH:10][CH:9]=2)[CH:6]=[CH:5][CH:4]=[CH:3][CH:2]=1.C1(C)C=CC=CC=1.[C:44](OC(=O)C)(=[O:46])[CH3:45]>N1C=CC=CC=1>[C:1]1([CH:7]([O:14][C:15]([C@@H:17]2[N:22]3[C:23](=[O:35])[C@@H:24]([NH:25][C:26](=[O:34])[CH2:27][C:28]4[CH:33]=[CH:32][CH:31]=[CH:30][CH:29]=4)[C@H:21]3[S:20][CH2:19][CH:18]2[O:36][C:44](=[O:46])[CH3:45])=[O:16])[C:8]2[CH:9]=[CH:10][CH:11]=[CH:12][CH:13]=2)[CH:6]=[CH:5][CH:4]=[CH:3][CH:2]=1. Procedure details: A mixture of 0.312 g of 3ξ-hydroxy-7β-phenylacetylamino-cepham-4ξ-carboxylic acid diphenylmethyl ester in 15 ml of pyridine and 7 ml of acetic anhydride is left to stand for 16 hours at 0° C. and after addition of 50 ml of toluene is evaporated under reduced pressure. The residue is taken up in ethyl acetate; the organic solution is washed with a saturated aqueous sodium bicarbonate solution and a saturated aqueous sodium chloride solution, dried over sodium sulphate and evaporated under reduced... The reactants are FC1=NC=CC=C1C1=C2N=CN(C2=NC=N1)C1OCCCC1 (6-(2-fluoropyridin-3-yl)-9-(tetrahydro-2H-pyran-2-yl)-9H-purine), NC=1C=NC(=CC1)OC (3-amino-6-methoxypyridine), [Li+].C[Si](C)(C)[N-][Si](C)(C)C (LiHMDS). Solvent: C1CCOC1 (THF). Run at time 1 hour. The product is COC1=CC=C(C=N1)NC1=NC=CC=C1C1=C2N=CN(C2=NC=N1)C1OCCCC1 (6-methoxy-N-(3-(9-(tetrahydro-2H-pyran-2-yl)-9H-purin-6-yl)pyridin-2-yl)pyridin-3-amine). Isolated yield 71.7%. RXN SMILES: F[C:2]1[C:7]([C:8]2[N:16]=[CH:15][N:14]=[C:13]3[C:9]=2[N:10]=[CH:11][N:12]3[CH:17]2[CH2:22][CH2:21][CH2:20][CH2:19][O:18]2)=[CH:6][CH:5]=[CH:4][N:3]=1.[NH2:23][C:24]1[CH:25]=[N:26][C:27]([O:30][CH3:31])=[CH:28][CH:29]=1.[Li+].C[Si]([N-][Si](C)(C)C)(C)C>C1COCC1>[CH3:31][O:30][C:27]1[N:26]=[CH:25][C:24]([NH:23][C:2]2[C:7]([C:8]3[N:16]=[CH:15][N:14]=[C:13]4[C:9]=3[N:10]=[CH:11][N:12]4[CH:17]3[CH2:22][CH2:21][CH2:20][CH2:19][O:18]3)=[CH:6][CH:5]=[CH:4][N:3]=2)=[CH:29][CH:28]=1 |f:2.3|. Reported procedure: A solution of 6-(2-fluoropyridin-3-yl)-9-(tetrahydro-2H-pyran-2-yl)-9H-purine (196.6 mg, 657 μmol) and 3-amino-6-methoxypyridine (Aldrich, St. Louis, Mo.) (101.9 mg, 821 μmol) in THF (2.0 mL) was cooled in an ice bath and treated with LiHMDS (3.0 mL, 3.0 mmol). A blood-red solution was obtained. The mixture was stirred for 1 h, and then quenched with water (0.1 mL). The mixture was extracted into EtOAc from saturated aqueous NaHCO3, concentrated and purified by flash chromatography on silica (50... Yields the product ClCC(=O)NCC#CC=1C=C2C(=NC=NC2=CC1)Cl (2-Chloro-N-[3-(4-chloro-quinazolin-6-yl)-prop-2-ynyl]-acetamide). As a reaction SMILES: [Cl:1][CH2:2][C:3]([NH:5][CH2:6][C:7]#[CH:8])=[O:4].[Cl:9][C:10]1[C:19]2[C:14](=[CH:15][CH:16]=[C:17](I)[CH:18]=2)[N:13]=[CH:12][N:11]=1.C(NC(C)C)(C)C>C1COCC1.[Cu](I)I.Cl[Pd](Cl)([P](C1C=CC=CC=1)(C1C=CC=CC=1)C1C=CC=CC=1)[P](C1C=CC=CC=1)(C1C=CC=CC=1)C1C=CC=CC=1>[Cl:1][CH2:2][C:3]([NH:5][CH2:6][C:7]#[C:8][C:17]1[CH:18]=[C:19]2[C:14](=[CH:15][CH:16]=1)[N:13]=[CH:12][N:11]=[C:10]2[Cl:9])=[O:4] |^1:38,57|. Reactants: ClCC(=O)NCC#C (2-Chloro-N-prop-2-ynyl-acetamide), ClC1=NC=NC2=CC=C(C=C12)I (4-chloro-6-iodoquinazoline), C(C)(C)NC(C)C (diisopropylamine). The reagents and catalysts are [Cu](I)I (copper iodide), Cl[Pd]([P](C1=CC=CC=C1)(C2=CC=CC=C2)C3=CC=CC=C3)([P](C4=CC=CC=C4)(C5=CC=CC=C5)C6=CC=CC=C6)Cl (Pd(PPh3)2Cl2). Run in C1CCOC1 (THF). Conditions: time 20 hour. Reported procedure: 2-Chloro-N-prop-2-ynyl-acetamide (385mg; 2.93 mmol) and 4-chloro-6-iodoquinazoline (850 mg; 1 equiv.) were dissolved in dry THF and diisopropylamine (296 mg; 0.41 ml; 1 equiv.). To this mixture was added 0.04 equivalents of copper iodide (22 mg) and Pd(PPh3)2Cl2 (82 mg). The reaction was stirred at room temperature under a nitrogen atmosphere overnight (˜20 hrs). The solvent was then removed in vacuo and the residue dissolved in CH2Cl2. This solution was transferred to a separatory funnel and wa... Starting materials: resultant solution, FC1=C(C=C(C=C1)[N+](=O)[O-])C (2-fluoro-5-nitrotoluene), N(CCO)CCO (diethanolamine). Solvent: CS(=O)C (DMSO). Run at temperature 140 celsius. The product is CC=1C=C(C=CC1N(CCO)CCO)[N+](=O)[O-] (3-Methyl-4-[N,N-bis(2-hydroxyethyl)amino]nitrobenzene), powder. The yield is 84.0%. RXN SMILES: F[C:2]1[CH:7]=[CH:6][C:5]([N+:8]([O-:10])=[O:9])=[CH:4][C:3]=1[CH3:11].[NH:12]([CH2:16][CH2:17][OH:18])[CH2:13][CH2:14][OH:15]>CS(C)=O>[CH3:11][C:3]1[CH:4]=[C:5]([N+:8]([O-:10])=[O:9])[CH:6]=[CH:7][C:2]=1[N:12]([CH2:16][CH2:17][OH:18])[CH2:13][CH2:14][OH:15]. Reported procedure: In 30 ml of DMSO, 4.0 g (25.8 mmol) of 2-fluoro-5-nitrotoluene and 7.0 g (67 mmol) of diethanolamine were dissolved. The resultant solution was stirred under heat at 140° C. for 6.5 hours, followed by extraction with ethyl acetate. The solvent was distilled out under reduced pressure. The residue so obtained was washed with ethyl acetate, whereby 5.2 g of the title compound were obtained as yellow powder (yield: 84%). The reactants are ClC=1C(=NC=NC1Cl)N (5,6-dichloropyrimidin-4-amine), N[C@@H]1CN(CC1)C(=O)OC(C)(C)C ((S)-tert-butyl 3-aminopyrrolidine-1-carboxylate), O(C1=CC=CC=C1)C1=CC=C(C=C1)B(O)O ((4-phenoxyphenyl)boronic acid), C(C=C)(=O)Cl (acryloyl chloride). Product: NC1=C(C(=NC=N1)N[C@@H]1CN(CC1)C(C=C)=O)C1=CC=C(C=C1)OC1=CC=CC=C1 ((S)-1-(3-((6-amino-5-(4-phenoxyphenyl)pyrimidin-4-yl)amino)pyrrolidin-1-yl)prop-2-en-1-one). As a reaction SMILES: Cl[C:2]1[C:3]([NH2:9])=[N:4][CH:5]=[N:6][C:7]=1Cl.[NH2:10][C@H:11]1[CH2:15][CH2:14][N:13]([C:16]([O:18]C(C)(C)C)=O)[CH2:12]1.[O:23]([C:30]1[CH:35]=[CH:34][C:33](B(O)O)=[CH:32][CH:31]=1)[C:24]1[CH:29]=[CH:28][CH:27]=[CH:26][CH:25]=1.[C:39](Cl)(=O)[CH:40]=C>>[NH2:9][C:3]1[N:4]=[CH:5][N:6]=[C:7]([NH:10][C@H:11]2[CH2:15][CH2:14][N:13]([C:16](=[O:18])[CH:39]=[CH2:40])[CH2:12]2)[C:2]=1[C:27]1[CH:28]=[CH:29][C:24]([O:23][C:30]2[CH:35]=[CH:34][CH:33]=[CH:32][CH:31]=2)=[CH:25][CH:26]=1. Procedure: (S)-1-(3-((6-amino-5-(4-phenoxyphenyl)pyrimidin-4-yl)amino)pyrrolidin-1-yl)prop-2-en-1-one was prepared from 5,6-dichloropyrimidin-4-amine, (S)-tert-butyl 3-aminopyrrolidine-1-carboxylate, (4-phenoxyphenyl)boronic acid, and acryloyl chloride using methods B, C, D and F. HPLC: 100%. MS: m/z=402 [M+H]+. Isolated yield 96.0%. Yields the product CS(=O)C=1C=C(CN2CCC(CC2)N2C(NC3=CC=CC=C3C2C2=CC=CC=C2)=O)C=CC1 (3-[1-(3-methylsulfinylbenzyl)piperidin-4yl]-4-phenyl-3,4-dihydro-2(1H)-quinazolinone). Procedure: To a solution of 480 mg (1 mmol) of 3-[1-(3-methylthiobenzyl)piperidin-4-yl]-4-phenyl-3,4-dihydro -2(1H)-quinazolinone HCl salt in 10 mL of methylene chloride was added 190 mg (1.1 mmol) of m-chloroperbenzoic acid at temperature of 0° C. to 10° C. The mixture was stirred for 10 hours at ambient temperature, mixed with water, adjusted to pH 10 with a aqueous ammonia and then extracted with chloroform. The organic layer separated was washed with brine, dried on sodium sulfate and then concentrated... Run at time 10 hour. The solvent is C(Cl)Cl (methylene chloride). Reactants: Cl.CSC=1C=C(CN2CCC(CC2)N2C(NC3=CC=CC=C3C2C2=CC=CC=C2)=O)C=CC1 (3-[1-(3-methylthiobenzyl)piperidin-4-yl]-4-phenyl-3,4-dihydro -2(1H)-quinazolinone HCl salt), ClC1=CC(=CC=C1)C(=O)OO (m-chloroperbenzoic acid), N (ammonia), O (water). RXN SMILES: Cl.[CH3:2][S:3][C:4]1[CH:5]=[C:6]([CH:31]=[CH:32][CH:33]=1)[CH2:7][N:8]1[CH2:13][CH2:12][CH:11]([N:14]2[CH:23]([C:24]3[CH:29]=[CH:28][CH:27]=[CH:26][CH:25]=3)[C:22]3[C:17](=[CH:18][CH:19]=[CH:20][CH:21]=3)[NH:16][C:15]2=[O:30])[CH2:10][CH2:9]1.ClC1C=CC=C(C(OO)=[O:42])C=1.O.N>C(Cl)Cl>[CH3:2][S:3]([C:4]1[CH:5]=[C:6]([CH:31]=[CH:32][CH:33]=1)[CH2:7][N:8]1[CH2:9][CH2:10][CH:11]([N:14]2[CH:23]([C:24]3[CH:25]=[CH:26][CH:27]=[CH:28][CH:29]=3)[C:22]3[C:17](=[CH:18][CH:19]=[CH:20][CH:21]=3)[NH:16][C:15]2=[O:30])[CH2:12][CH2:13]1)=[O:42] |f:0.1|. Starting materials: ClC=1C(=C(C=CC1)[C@H]1[C@@H](N[C@H]([C@]1(C#N)C1=C(C=C(C=C1)Cl)F)CC(C)(C)C)C(=O)NC1=C(C=C(C(=O)O)C=C1)OC)F (4-((2R,3S,4R,5S)-3-(3-chloro-2-fluorophenyl)-4-(4-chloro-2-fluorophenyl)-4-cyano-5-neopentylpyrrolidine-2-carboxamido)-3-methoxybenzoic acid), OCCC(=O)OC(C)(C)C (tert-butyl 3-hydroxypropanoate). Yields the product C(C)(C)(C)OC(=O)CCOC(C1=CC(=C(C=C1)NC(=O)[C@@H]1N[C@H]([C@]([C@H]1C1=C(C(=CC=C1)Cl)F)(C#N)C1=C(C=C(C=C1)Cl)F)CC(C)(C)C)OC)=O (4-{[(2R,3S,4R,5S)-4-(4-chloro-2-fluoro-phenyl)-3-(3-chloro-2-fluoro-phenyl)-4-cyano-5-(2,2-dimethyl-propyl)-pyrrolidine-2-carbonyl]-amino}-3-methoxy-benzoic acid 2-tert-butoxycarbonyl-ethyl ester). As a reaction SMILES: [Cl:1][C:2]1[C:3]([F:42])=[C:4]([C@@H:8]2[C@:12]([C:15]3[CH:20]=[CH:19][C:18]([Cl:21])=[CH:17][C:16]=3[F:22])([C:13]#[N:14])[C@H:11]([CH2:23][C:24]([CH3:27])([CH3:26])[CH3:25])[NH:10][C@H:9]2[C:28]([NH:30][C:31]2[CH:39]=[CH:38][C:34]([C:35]([OH:37])=[O:36])=[CH:33][C:32]=2[O:40][CH3:41])=[O:29])[CH:5]=[CH:6][CH:7]=1.O[CH2:44][CH2:45][C:46]([O:48][C:49]([CH3:52])([CH3:51])[CH3:50])=[O:47]>>[C:49]([O:48][C:46]([CH2:45][CH2:44][O:36][C:35](=[O:37])[C:34]1[CH:38]=[CH:39][C:31]([NH:30][C:28]([C@H:9]2[C@H:8]([C:4]3[CH:5]=[CH:6][CH:7]=[C:2]([Cl:1])[C:3]=3[F:42])[C@:12]([C:15]3[CH:20]=[CH:19][C:18]([Cl:21])=[CH:17][C:16]=3[F:22])([C:13]#[N:14])[C@H:11]([CH2:23][C:24]([CH3:26])([CH3:27])[CH3:25])[NH:10]2)=[O:29])=[C:32]([O:40][CH3:41])[CH:33]=1)=[O:47])([CH3:52])([CH3:51])[CH3:50]. Reported procedure: In a manner similar to the method described in Example 14, 4-((2R,3S,4R,5S)-3-(3-chloro-2-fluorophenyl)-4-(4-chloro-2-fluorophenyl)-4-cyano-5-neopentylpyrrolidine-2-carboxamido)-3-methoxybenzoic acid (prepared as described in US20100152190A1) was reacted with tert-butyl 3-hydroxypropanoate to give 4-{[(2R,3S,4R,5S)-4-(4-chloro-2-fluoro-phenyl)-3-(3-chloro-2-fluoro-phenyl)-4-cyano-5-(2,2-dimethyl-propyl)-pyrrolidine-2-carbonyl]-amino}-3-methoxy-benzoic acid 2-tert-butoxycarbonyl-ethyl ester. MS (... Starting materials: BrC1=COC2=C1C=C(C=C2)C(=O)OC (Methyl 3-bromobenzofuran-5-carboxylate), C#CC (propyne), cuprous iodide, C(C)(C)(C)P(C(C)(C)C)C(C)(C)C (tri-t-butylphosphine). The reagents and catalysts are C1=CC=C(C=C1)C#N.C1=CC=C(C=C1)C#N.Cl[Pd]Cl (bis(benzonitrile)palladium dichloride). The solvent is O1CCOCC1 (dioxane), CCOC(=O)C (EtOAc). Run at time 8 hour. Yields the product C(#CC)C1=COC2=C1C=C(C=C2)C(=O)OC (methyl 3-prop-1-ynyl-1-benzofuran-5-carboxylate). Yield: 226.0%. As a reaction SMILES: Br[C:2]1[C:6]2[CH:7]=[C:8]([C:11]([O:13][CH3:14])=[O:12])[CH:9]=[CH:10][C:5]=2[O:4][CH:3]=1.[C:15](P(C(C)(C)C)C(C)(C)C)(C)([CH3:17])[CH3:16].C#CC>O1CCOCC1.CCOC(C)=O.C1C=CC(C#N)=CC=1.C1C=CC(C#N)=CC=1.Cl[Pd]Cl>[C:16]([C:2]1[C:6]2[CH:7]=[C:8]([C:11]([O:13][CH3:14])=[O:12])[CH:9]=[CH:10][C:5]=2[O:4][CH:3]=1)#[C:15][CH3:17] |f:5.6.7|. Procedure: Methyl 3-bromobenzofuran-5-carboxylate (750 mg, 2.94 mmol) is combined with bis(benzonitrile)palladium dichloride (169 mg, 0.44 mmol), cuprous iodide (19 mg, 0.10 mmol), tri-t-butylphosphine ((10% in hexane) 1.92 ml, 0.95 mmol), and propyne (2 ml, 35 mmol) in 7 ml dry dioxane in 15 ml screw cap pressure tube under nitrogen. The mixture is treated with DIA (494 μL, 3.6 mmol), is stirred overnight at RT, and is diluted with 50 ml EtOAc. The reaction is washed with 4×25 ml 1:1:0.1 H2O/brine/conc. N...